Dataset: the Open Reaction Database (ORD), a public repository of structured organic reaction records. Task: describe an organic reaction: reactants, conditions, products, and yield Reactants: O=C1OCCN1CCOCc1ccccc1, CO, [OH-], [OH-], [Pd+2]. Product: O=C1OCCN1CCO. Reaction SMILES: [CH2:1]([c:2]1[cH:3][cH:4][cH:5][cH:6][cH:7]1)[O:8][CH2:9][CH2:10][N:11]1[C:12](=[O:16])[O:13][CH2:14][CH2:15]1.[CH3:17][OH:18].[OH-:19].[OH-:21].[Pd+2:20]>>[OH:8][CH2:9][CH2:10][N:11]1[C:12](=[O:16])[O:13][CH2:14][CH2:15]1. The reactants are [Al+3], C1CCOC1, O=C(c1cc2cc(F)ccc2[nH]1)N1CC2CC1CN2c1ccccn1, [H-], [H-], [H-], [H-], [Li+]. Product: Fc1ccc2[nH]c(CN3CC4CC3CN4c3ccccn3)cc2c1. As a reaction SMILES: [Al+3:27].[CH2:32]1[O:33][CH2:34][CH2:35][CH2:36]1.[F:1][c:2]1[cH:3][c:4]2[cH:5][c:6]([C:11](=[O:12])[N:13]3[CH:14]4[CH2:15][N:16]([c:20]5[n:21][cH:22][cH:23][cH:24][cH:25]5)[CH:17]([CH2:18]3)[CH2:19]4)[nH:7][c:8]2[cH:9][cH:10]1.[H-:26].[H-:29].[H-:30].[H-:31].[Li+:28]>>[F:1][c:2]1[cH:3][c:4]2[cH:5][c:6]([CH2:11][N:13]3[CH:14]4[CH2:15][N:16]([c:20]5[n:21][cH:22][cH:23][cH:24][cH:25]5)[CH:17]([CH2:18]3)[CH2:19]4)[nH:7][c:8]2[cH:9][cH:10]1. The reactants are O=C(c1ncc[nH]1)c1ncc[nH]1, CC(C)(C)OC(=O)NC(CCC(N)=O)C(=O)O, C1CCOC1. The product is CC(C)(C)OC(=O)NC1CCC(=O)NC1=O. Reaction SMILES: [C:18]([c:19]1[nH:20][cH:21][cH:22][n:23]1)([c:24]1[nH:25][cH:26][cH:27][n:28]1)=[O:29].[C:1]([CH3:2])([CH3:3])([CH3:4])[O:5][C:6](=[O:7])[NH:8][CH:9]([CH2:10][CH2:11][C:12]([NH2:13])=[O:14])[C:15](=[O:16])[OH:17].[CH2:30]1[O:31][CH2:32][CH2:33][CH2:34]1>>[C:1]([CH3:2])([CH3:3])([CH3:4])[O:5][C:6](=[O:7])[NH:8][CH:9]1[CH2:10][CH2:11][C:12](=[O:14])[NH:13][C:15]1=[O:17]. The reactants are O=CO, O=C(Nc1ccc(-c2ccccc2)cc1)c1cccc([N+](=O)[O-])c1O, O. Yields the product O=CNc1cccc(C(=O)Nc2ccc(-c3ccccc3)cc2)c1O. As a reaction SMILES: [CH:27](=[O:28])[OH:29].[N+:1]([O-:2])(=[O:3])[c:4]1[c:5]([OH:25])[c:6]([C:7](=[O:8])[NH:9][c:10]2[cH:11][cH:12][c:13](-[c:16]3[cH:17][cH:18][cH:19][cH:20][cH:21]3)[cH:14][cH:15]2)[cH:22][cH:23][cH:24]1.[OH2:26]>>[NH:1]([c:4]1[c:5]([OH:25])[c:6]([C:7](=[O:8])[NH:9][c:10]2[cH:11][cH:12][c:13](-[c:16]3[cH:17][cH:18][cH:19][cH:20][cH:21]3)[cH:14][cH:15]2)[cH:22][cH:23][cH:24]1)[CH:27]=[O:28]. Starting materials: Cl.C(C)(C)(C)C1=C(C(=CC(=C1)SC1CCNCC1)C(C)(C)C)O (2,6-di-tert-butyl-4-(piperidin-4-ylsulfanyl)-phenol hydrochloride), C(C)(C)N(C(C)C)CC (N,N-diisopropylethylamine), COC(=O)C=1N(C(=CC1)S(=O)(=O)Cl)C (5-chlorosulfonyl-1-methyl-1H-pyrrole-2-carboxylic acid methyl ester). The solvent is C(C)(=O)OCC (ethyl acetate), C1CCOC1 (THF). Reaction conditions: time 18 hour. Yields the product COC(=O)C=1N(C(=CC1)S(=O)(=O)N1CCC(CC1)SC1=CC(=C(C(=C1)C(C)(C)C)O)C(C)(C)C)C (5-[4-(3,5-di-tert-butyl-4-hydroxy-phenylsulfanyl)-piperidine-1-sulfonyl]-1-methyl-1H-pyrrole-2-carboxylic acid methyl ester). Isolated yield 57.1%. RXN SMILES: Cl.[C:2]([C:6]1[CH:11]=[C:10]([S:12][CH:13]2[CH2:18][CH2:17][NH:16][CH2:15][CH2:14]2)[CH:9]=[C:8]([C:19]([CH3:22])([CH3:21])[CH3:20])[C:7]=1[OH:23])([CH3:5])([CH3:4])[CH3:3].C(N(CC)C(C)C)(C)C.[CH3:33][O:34][C:35]([C:37]1[N:38]([CH3:46])[C:39]([S:42](Cl)(=[O:44])=[O:43])=[CH:40][CH:41]=1)=[O:36]>C1COCC1.C(OCC)(=O)C>[CH3:33][O:34][C:35]([C:37]1[N:38]([CH3:46])[C:39]([S:42]([N:16]2[CH2:17][CH2:18][CH:13]([S:12][C:10]3[CH:9]=[C:8]([C:19]([CH3:22])([CH3:21])[CH3:20])[C:7]([OH:23])=[C:6]([C:2]([CH3:5])([CH3:4])[CH3:3])[CH:11]=3)[CH2:14][CH2:15]2)(=[O:44])=[O:43])=[CH:40][CH:41]=1)=[O:36] |f:0.1|. Reported procedure: To a solution of 2,6-di-tert-butyl-4-(piperidin-4-ylsulfanyl)-phenol hydrochloride (Ex. 3c, 5.4 g) in 44 mL of THF at room temperature was added N,N-diisopropylethylamine (8.8 mL), followed by 5-chlorosulfonyl-1-methyl-1H-pyrrole-2-carboxylic acid methyl ester (4 g). The mixture was stirred at room temperature for 18 h and then diluted with ethyl acetate and washed twice with 1 N HCl (aq), and once with brine. After concentration of the organic extracts, the crude solid was triturated with 15% e... Isolated yield 61.5%. The solvent is CO (methanol). The product is C1(CCCC1)CC(C1=CC=C(C=C1)S(=O)(=O)C)C1=CC=2C(=NC=C(C2)OC)N1 (2-[2-cyclopentyl-1-(4-methanesulfonyl-phenyl)-ethyl]-5-methoxy-1H-pyrrolo[2,3-b]pyridine). As a reaction SMILES: [CH:1]1([CH:6]=[C:7]([C:18]2[NH:28][C:21]3=[N:22][CH:23]=[C:24]([O:26][CH3:27])[CH:25]=[C:20]3[CH:19]=2)[C:8]2[CH:13]=[CH:12][C:11]([S:14]([CH3:17])(=[O:16])=[O:15])=[CH:10][CH:9]=2)[CH2:5][CH2:4][CH2:3][CH2:2]1.[H][H]>[Pd].CO>[CH:1]1([CH2:6][CH:7]([C:18]2[NH:28][C:21]3=[N:22][CH:23]=[C:24]([O:26][CH3:27])[CH:25]=[C:20]3[CH:19]=2)[C:8]2[CH:13]=[CH:12][C:11]([S:14]([CH3:17])(=[O:16])=[O:15])=[CH:10][CH:9]=2)[CH2:5][CH2:4][CH2:3][CH2:2]1. Reactants: [H][H] (hydrogen), steel, C1(CCCC1)C=C(C1=CC=C(C=C1)S(=O)(=O)C)C1=CC=2C(=NC=C(C2)OC)N1 (2-[2-cyclopentyl-1-(4-methanesulfonyl-phenyl)-vinyl]-5-methoxy-1H-pyrrolo[2,3-b]pyridine). The reagents and catalysts are [Pd] (palladium on activated carbon). Procedure: A mixture of 2-[2-cyclopentyl-1-(4-methanesulfonyl-phenyl)-vinyl]-5-methoxy-1H-pyrrolo[2,3-b]pyridine (390 mg, 0.98 mmol) and 10% palladium on activated carbon (50 mg) in methanol (200 mL) was heated at 50° C. under 50 bar of hydrogen in a steel bomb pressure for 6 h. The mixture was cooled to room temperature. The catalyst was removed by filtration and washed with ethyl acetate. The filtrate was concentrated in vacuo and purified using a Waters automated flash system (column: Xterra 30 mm×100 m... Starting materials: FC1=C(C(=CC=C1)C(C)O)O (2-fluoro-6-(1-hydroxy-ethyl)-phenol). Reagents/catalysts: [Pd] (Pd/C). Solvent: CO (MeOH). Conditions: time 6 hour. Yields the product C(C)C1=C(C(=CC=C1)F)O (2-Ethyl-6-fluoro-phenol). RXN SMILES: [F:1][C:2]1[CH:7]=[CH:6][CH:5]=[C:4]([CH:8](O)[CH3:9])[C:3]=1[OH:11]>CO.[Pd]>[CH2:8]([C:4]1[CH:5]=[CH:6][CH:7]=[C:2]([F:1])[C:3]=1[OH:11])[CH3:9]. Reported procedure: A mixture of 2-fluoro-6-(1-hydroxy-ethyl)-phenol (1.7 g, 10.9 mmol) and 10 wt % Pd/C (0.85 g, Degussa type) in MeOH (30 mL) was stirred under a balloon of H2 for 6 hours. The reaction mixture was filtered through a pad of celite washing with EtOAc. The filtrate was concentrated to a yellow oil (1.35 g, 87%). 1H NMR (400 MHz, CDCl3): δ 1.22 (t, J=7.6 Hz, 3 H), 2.68 (q, J=7.3 Hz, 2 H), 5.12 (s, 1 H), 6.76 (m, 1 H), 6.92 (m, 2 H). Starting materials: CCC[Mg+], [Cl-], O=C1CCC2(CC1)CCN(c1ccc(OCC(F)(F)F)cc1)C2=O. Product: CCCC1(O)CCC2(CCN(c3ccc(OCC(F)(F)F)cc3)C2=O)CC1. Reaction SMILES: [CH2:26]([CH2:27][CH3:28])[Mg+:29].[Cl-:25].[F:1][C:2]([CH2:3][O:4][c:5]1[cH:6][cH:7][c:8]([N:11]2[C:12](=[O:22])[C:13]3([CH2:14][CH2:15]2)[CH2:16][CH2:17][C:18](=[O:21])[CH2:19][CH2:20]3)[cH:9][cH:10]1)([F:23])[F:24]>>[F:1][C:2]([CH2:3][O:4][c:5]1[cH:6][cH:7][c:8]([N:11]2[C:12](=[O:22])[C:13]3([CH2:14][CH2:15]2)[CH2:16][CH2:17][C:18]([OH:21])([CH2:26][CH2:27][CH3:28])[CH2:19][CH2:20]3)[cH:9][cH:10]1)([F:23])[F:24]. Starting materials: COC(=O)C1(CS(=O)(=O)N2CCN(c3ccc(-c4cccnc4)cc3)CC2)CCOCC1, CO, [Li+], C1CCOC1, [OH-], O, O. The product is O=C(O)C1(CS(=O)(=O)N2CCN(c3ccc(-c4cccnc4)cc3)CC2)CCOCC1. Reaction SMILES: [CH3:1][O:2][C:3](=[O:4])[C:5]1([CH2:11][S:12](=[O:13])(=[O:14])[N:15]2[CH2:16][CH2:17][N:18]([c:21]3[cH:22][cH:23][c:24](-[c:27]4[cH:28][n:29][cH:30][cH:31][cH:32]4)[cH:25][cH:26]3)[CH2:19][CH2:20]2)[CH2:6][CH2:7][O:8][CH2:9][CH2:10]1.[CH3:36][OH:37].[Li+:35].[O:39]1[CH2:40][CH2:41][CH2:42][CH2:43]1.[OH-:34].[OH2:33].[OH2:38]>>[O:2]=[C:3]([OH:4])[C:5]1([CH2:11][S:12](=[O:13])(=[O:14])[N:15]2[CH2:16][CH2:17][N:18]([c:21]3[cH:22][cH:23][c:24](-[c:27]4[cH:28][n:29][cH:30][cH:31][cH:32]4)[cH:25][cH:26]3)[CH2:19][CH2:20]2)[CH2:6][CH2:7][O:8][CH2:9][CH2:10]1.